Dataset: the Open Reaction Database (ORD), a public repository of structured organic reaction records. Task: describe an organic reaction: reactants, conditions, products, and yield Starting materials: C1CCOC1, CCO, [Cl-], O=[N+]([O-])c1ccc(Cl)c(I)c1, [Fe], [NH4+]. The product is Nc1ccc(Cl)c(I)c1. Reaction SMILES: [CH2:17]1[O:18][CH2:19][CH2:20][CH2:21]1.[CH3:12][CH2:13][OH:14].[Cl-:15].[Cl:1][c:2]1[c:3]([I:11])[cH:4][c:5]([N+:8]([O-:9])=[O:10])[cH:6][cH:7]1.[Fe:22].[NH4+:16]>>[Cl:1][c:2]1[c:3]([I:11])[cH:4][c:5]([NH2:8])[cH:6][cH:7]1. Reactants: C([O-])([O-])=O.[K+].[K+] (potassium carbonate), C(C)OC(CCC1(OC2=C(CC1)C=C(C(=C2CCC)OCCCBr)C(C)=O)C)=O (racemic-6-acetyl-7-(3-bromopropoxy)-3,4-dihydro-2-methyl-8-n-propyl-2H-1-benzopyran-2-propanoic acid ethyl ester), OC1=C(C=CC(=C1CCC)O)C(C)=O (2',4'-dihydroxy-3'-n-propylacetophenone), C([O-])([O-])=O.[K+].[K+] (potassium carbonate), Cl (hydrochloric acid). Solvent: O (Water), CN(C=O)C (N,N-dimethylformamide), CC(=O)C (acetone), CCOCC (ether). Run at time 4 hour. The product is C(C)OC(CCC1(OC2=C(CC1)C=C(C(=C2CCC)OCCCOC2=C(C(=C(C=C2)C(C)=O)O)CCC)C(C)=O)C)=O (racemic-6-acetyl-7-[3-(4-acetyl-3-hydroxy-2-n-propylphenoxy)propoxy]-3,4-dihydro-2-methyl-8-n-propyl-2H-1-benzopyran-2-propanoic acid ethyl ester). Isolated yield 52.7%. Reaction SMILES: [CH2:1]([O:3][C:4](=[O:29])[CH2:5][CH2:6][C:7]1([CH3:28])[CH2:12][CH2:11][C:10]2[CH:13]=[C:14]([C:25](=[O:27])[CH3:26])[C:15]([O:20][CH2:21][CH2:22][CH2:23]Br)=[C:16]([CH2:17][CH2:18][CH3:19])[C:9]=2[O:8]1)[CH3:2].[OH:30][C:31]1[C:36]([CH2:37][CH2:38][CH3:39])=[C:35]([OH:40])[CH:34]=[CH:33][C:32]=1[C:41](=[O:43])[CH3:42].C(=O)([O-])[O-].[K+].[K+].Cl>CCOCC.O.CN(C)C=O.CC(C)=O>[CH2:1]([O:3][C:4](=[O:29])[CH2:5][CH2:6][C:7]1([CH3:28])[CH2:12][CH2:11][C:10]2[CH:13]=[C:14]([C:25](=[O:27])[CH3:26])[C:15]([O:20][CH2:21][CH2:22][CH2:23][O:40][C:35]3[CH:34]=[CH:33][C:32]([C:41](=[O:43])[CH3:42])=[C:31]([OH:30])[C:36]=3[CH2:37][CH2:38][CH3:39])=[C:16]([CH2:17][CH2:18][CH3:19])[C:9]=2[O:8]1)[CH3:2] |f:2.3.4|. Reported procedure: A mixture of 335 mg of racemic-6-acetyl-7-(3-bromopropoxy)-3,4-dihydro-2-methyl-8-n-propyl-2H-1-benzopyran-2-propanoic acid ethyl ester, 143 mg of 2',4'-dihydroxy-3'-n-propylacetophenone, 217 mg of anhydrous potassium carbonate, 6 ml of anhydrous acetone, and 3 ml of anhydrous N,N-dimethylformamide was stirred and refluxed for 17 hours. An additional 100 mg of potassium carbonate was added and stirring, and refluxing were continued for 4 hours. After being cooled to room temperature, the mixture... Reactants: C(C1=CC=CC=C1)OC(=O)N1CCC(CC1)CCCCC[C@H](C(=O)OCC)N[C@H]1COC2=C(N(C1=O)CC(=O)OC(C)(C)C)C=CC=C2 (tert-butyl 3(S)-[6-(1-benzyloxycarbonyl-4-piperidyl)-1(R)-ethoxycarbonylhexyl]amino-4-oxo-2,3,4,5-tetrahydro-1,5-benzoxazepine-5-acetate), Br.C(C)(=O)O (hydrogen bromide acetic acid). Run in C(C)OCC (ethyl ether), C(C)(=O)O (acetic acid). Run at time 1 hour. The product is C(=O)(O)[C@@H](CCCCCC1CCNCC1)N[C@H]1COC2=C(N(C1=O)CC(=O)O)C=CC=C2 (3(S)-[1(R)-carboxy-6-(4-piperidyl)hexyl]amino-4-oxo-2,3,4,5-tetrahydro-1,5-benzoxazepine-5-acetic acid). Yield: 55.3%. Reaction SMILES: C(OC([N:11]1[CH2:16][CH2:15][CH:14]([CH2:17][CH2:18][CH2:19][CH2:20][CH2:21][C@@H:22]([NH:28][C@@H:29]2[C:35](=[O:36])[N:34]([CH2:37][C:38]([O:40]C(C)(C)C)=[O:39])[C:33]3[CH:45]=[CH:46][CH:47]=[CH:48][C:32]=3[O:31][CH2:30]2)[C:23]([O:25]CC)=[O:24])[CH2:13][CH2:12]1)=O)C1C=CC=CC=1.Br.C(O)(=O)C>C(O)(=O)C.C(OCC)C>[C:23]([C@H:22]([NH:28][C@@H:29]1[C:35](=[O:36])[N:34]([CH2:37][C:38]([OH:40])=[O:39])[C:33]2[CH:45]=[CH:46][CH:47]=[CH:48][C:32]=2[O:31][CH2:30]1)[CH2:21][CH2:20][CH2:19][CH2:18][CH2:17][CH:14]1[CH2:15][CH2:16][NH:11][CH2:12][CH2:13]1)([OH:25])=[O:24] |f:1.2|. Reported procedure: To a solution of tert-butyl 3(S)-[6-(1-benzyloxycarbonyl-4-piperidyl)-1(R)-ethoxycarbonylhexyl]amino-4-oxo-2,3,4,5-tetrahydro-1,5-benzoxazepine-5-acetate (0.35 g) in acetic acid (1 ml) is added 30% hydrogen bromide-acetic acid solution (2 ml). The resulting mixture is allowed to stand for 1 hour at room temperature and then diluted with ethyl ether (100 ml). The supernatant layer is removed by decantation and the precipitate is dissolved in 1N sodium hydroxide solution (10 ml). The solution is a... Run in [NH4+].[OH-] (NH4OH), ClCCl (dichloromethane), O (water), ClCCl (dichloromethane). As a reaction SMILES: [C:1]([C:4]1[N:9]=[N:8][C:7]([NH:10][C@@H:11]2[CH2:16][CH2:15][O:14][CH2:13][C@@H:12]2[NH:17]C(=O)OC(C)(C)C)=[CH:6][C:5]=1[NH:25][C:26]1[CH:31]=[CH:30][C:29]([CH:32]([CH3:34])[CH3:33])=[C:28]([O:35][CH3:36])[N:27]=1)(=[O:3])[NH2:2].FC(F)(F)C(O)=O>ClCCl.[NH4+].[OH-].O>[NH2:17][C@@H:12]1[C@H:11]([NH:10][C:7]2[N:8]=[N:9][C:4]([C:1]([NH2:2])=[O:3])=[C:5]([NH:25][C:26]3[CH:31]=[CH:30][C:29]([CH:32]([CH3:34])[CH3:33])=[C:28]([O:35][CH3:36])[N:27]=3)[CH:6]=2)[CH2:16][CH2:15][O:14][CH2:13]1 |f:3.4|. Yields the product N[C@H]1COCC[C@H]1NC1=CC(=C(N=N1)C(=O)N)NC1=NC(=C(C=C1)C(C)C)OC (6-((3R,4R)-3-aminotetrahydro-2H-pyran-4-ylamino)-4-(5-isopropyl-6-methoxypyridin-2-ylamino)pyridazine-3-carboxamide). Reactants: C(N)(=O)C1=C(C=C(N=N1)N[C@H]1[C@H](COCC1)NC(OC(C)(C)C)=O)NC1=NC(=C(C=C1)C(C)C)OC (tert-butyl (3R,4R)-4-(6-carbamoyl-5-(5-isopropyl-6-methoxypyridin-2-ylamino)pyridazin-3-ylamino)tetrahydro-2H-pyran-3-ylcarbamate), FC(C(=O)O)(F)F (trifluoroacetic acid). Procedure details: To a solution of tert-butyl (3R,4R)-4-(6-carbamoyl-5-(5-isopropyl-6-methoxypyridin-2-ylamino)pyridazin-3-ylamino)tetrahydro-2H-pyran-3-ylcarbamate (141 mg, 281 μmol) in dichloromethane (4.3 mL) was added trifluoroacetic acid (641 mg, 433 μL, 5.62 mmol) and the mixture stirred at room temperature for 16 h. The mixture was diluted with 25% aqueous NH4OH, dichloromethane, and water. The organic phase was separated and washed with water (2×), then concentrated in vacuo and purified by chromatography... Reaction conditions: time 16 hour. The yield is 31.0%. The reactants are C(C1=CC=CC=C1)OC(=O)N1CCN(CC1)C1=NC2=CC=CC=C2C(=N1)OCC[C@@H](CO)O (2-[4-(benzyloxycarbonyl)piperazin-1-yl]-4-[(3S)-(3,4-dihydroxybutan-1-yl)oxy]quinazoline). The reagents and catalysts are [Pd] (palladium/carbon). Solvent: CO (methanol). Run at time 21.5 hour. Yields the product O[C@@H](CCOC1=NC(=NC2=CC=CC=C12)N1CCNCC1)CO (4-[(3S)-(3,4-dihydroxybutan-1-yl)oxy]-2-(1-piperazinyl)quinazoline). Isolated yield 78.2%. As a reaction SMILES: C(OC([N:11]1[CH2:16][CH2:15][N:14]([C:17]2[N:26]=[C:25]([O:27][CH2:28][CH2:29][C@H:30]([OH:33])[CH2:31][OH:32])[C:24]3[C:19](=[CH:20][CH:21]=[CH:22][CH:23]=3)[N:18]=2)[CH2:13][CH2:12]1)=O)C1C=CC=CC=1>CO.[Pd]>[OH:33][C@H:30]([CH2:31][OH:32])[CH2:29][CH2:28][O:27][C:25]1[C:24]2[C:19](=[CH:20][CH:21]=[CH:22][CH:23]=2)[N:18]=[C:17]([N:14]2[CH2:13][CH2:12][NH:11][CH2:16][CH2:15]2)[N:26]=1. Procedure: To a solution of 2-[4-(benzyloxycarbonyl)piperazin-1-yl]-4-[(3S)-(3,4-dihydroxybutan-1-yl)oxy]quinazoline (2.00 g) in methanol (40 ml) is added 10% palladium/carbon (300 mg), and the mixture is stirred under hydrogen atmosphere and under atmospheric pressure at room temperature for 21.5 hours. The reaction mixture is filtered, and the filtrate is evaporated to dryness under reduced pressure, and the residue is washed with acetone to give 4-[(3S)-(3,4-dihydroxybutan-1-yl)oxy]-2-(1-piperazinyl)qui...